This data is from the Open Reaction Database (ORD), a public repository of structured organic reaction records. The task is: describe an organic reaction: reactants, conditions, products, and yield The reactants are C1(=CC=CC=C1)C(N1CCNCC1)C1=CC=CC=C1 (N-(diphenylmethyl)piperazine), [OH-].[Na+] (sodium hydroxide), Cl.C1(=CC=CC=C1)C=1NC(=C(N1)C(C)Cl)C (2-phenyl-4-(1-chloroethyl)-5-methylimidazole hydrochloride). Run in mixture, C(C)O.O (ethanol water), C(C)O.O (ethanol water). Yields the product Cl.Cl.Cl.N1CCNCC1 (piperazine trihydrochloride). Yield: 55.0%. Reaction SMILES: C1(C(C2C=CC=CC=2)[N:8]2[CH2:13][CH2:12][NH:11][CH2:10][CH2:9]2)C=CC=CC=1.[OH-].[Na+].[ClH:22].C1(C2NC(C)=C(C([Cl:36])C)N=2)C=CC=CC=1>C(O)C.O>[ClH:36].[ClH:22].[ClH:36].[NH:8]1[CH2:13][CH2:12][NH:11][CH2:10][CH2:9]1 |f:1.2,3.4,5.6,7.8.9.10|. Procedure: 14 Grams (0.052 mol) of N-(diphenylmethyl)piperazine and 6 grams (0.15 mol) of sodium hydroxide were dissolved in 180 ml of a mixture of ethanol :water 60:40. The mixture was heated to reflux, then 2-phenyl-4-(1-chloroethyl)-5-methylimidazole hydrochloride in 180 milliliters of ethanol:water 60:40 were added dropwise. After 4 to 5 hours under reflux, the reaction mixture was allowed to cool to room temperature. The oil that separated was washed twice with water, then dissolved in ether and hydro... The reactants are FC(C(=O)O)(F)F.NN=CNC=1C=C(C=CC1)C(=O)NCC(=O)NC(CC(=O)O)C1=CC2=CC=CC=C2C=C1 ((±) β-[[2-[[[3-[(aminoiminomethyl)-amino]phenyl]carbonyl]amino]acetyl]amino]naphthalene-2-propanoic acid, trifluoroacetate salt), Cl.O1CCOCC1 (HCl dioxane). Solvent: CO (methanol). Reaction conditions: time 8 hour. The product is Cl.NC(CC(=O)OC)C1=CC2=CC=CC=C2C=C1 (methyl β-aminonaphthalene-2-propanoate hydrochloride). As a reaction SMILES: F[C:2](F)(F)C(O)=O.NN=CNC1C=C(C(NCC([NH:24][CH:25]([C:30]2[CH:39]=[CH:38][C:37]3[C:32](=[CH:33][CH:34]=[CH:35][CH:36]=3)[CH:31]=2)[CH2:26][C:27]([OH:29])=[O:28])=O)=O)C=CC=1.[ClH:40].O1CCOCC1>CO>[ClH:40].[NH2:24][CH:25]([C:30]1[CH:39]=[CH:38][C:37]2[C:32](=[CH:33][CH:34]=[CH:35][CH:36]=2)[CH:31]=1)[CH2:26][C:27]([O:29][CH3:2])=[O:28] |f:0.1,2.3,5.6|. Procedure details: A suspension of the product of Step A (2.5 g) in methanol (100 ml) was treated with 4N HCl/dioxane (10 ml). The resulting solution was stirred overnight. The excess solvent was removed under reduced pressure and the semi solid was purified by HPLC (RP--CH3CN/H2O). The solid was dissolved in CH3CN/H2O, treated with 20% aqueous HCl (5 ml) and lyophilized to give methyl β-aminonaphthalene-2-propanoate hydrochloride (1.1 g). MS and 1H-NMR were consistent with the structure. RXN SMILES: C[O:2][C:3](=[O:36])[C@@H:4]([NH:11][C:12](=[O:35])[CH:13]([C:24](=[O:34])[N:25]([CH2:27][C:28]1[CH:33]=[CH:32][CH:31]=[CH:30][CH:29]=1)[CH3:26])[CH2:14][C:15]1[CH:20]=[CH:19][C:18]([C:21](=[NH:23])[NH2:22])=[CH:17][CH:16]=1)[CH:5]1[CH2:10][CH2:9][CH2:8][CH2:7][CH2:6]1.C(#N)C.[F:40][C:41]([F:46])([F:45])[C:42]([OH:44])=[O:43].ClCCl>>[F:40][C:41]([F:46])([F:45])[C:42]([OH:44])=[O:43].[CH2:27]([N:25]([CH3:26])[C:24]([CH:13]([CH2:14][C:15]1[CH:20]=[CH:19][C:18]([C:21](=[NH:22])[NH2:23])=[CH:17][CH:16]=1)[C:12]([NH:11][C@@H:4]([CH:5]1[CH2:10][CH2:9][CH2:8][CH2:7][CH2:6]1)[C:3]([OH:36])=[O:2])=[O:35])=[O:34])[C:28]1[CH:29]=[CH:30][CH:31]=[CH:32][CH:33]=1 |f:2.3,4.5|. Conditions: time 7 day. The reactants are COC([C@H](C1CCCCC1)NC(C(CC1=CC=C(C=C1)C(N)=N)C(N(C)CC1=CC=CC=C1)=O)=O)=O ([2-(R,S)-(Benzyl-methyl-carbamoyl)-3-(4-carbamimidoyl-phenyl)-propionylamino]-(S)-cyclohexyl-acetic acid methyl ester), C(C)#N (acetonitrile), FC(C(=O)O)(F)F.ClCCl (trifluoroacetic acid dichloromethane). Procedure details: 22.1 g (44.8 mmol) of the above [2-(R,S)-(Benzyl-methyl-carbamoyl)-3-(4-carbamimidoyl-phenyl)-propionylamino]-(S)-cyclohexyl-acetic acid methyl ester was suspended in water/concentrated hydrochloric acid (1/1, 40 ml) and acetonitrile (40 ml) was added to give a solution. The reaction mixture was stirred at room temperature for 7 days. The reaction mixture was concentrated in vacuo and the residue was purified on silica gel with dichloromethane/methanol/TFA as solvent to give the desired product. Yields the product FC(C(=O)O)(F)F.C(C1=CC=CC=C1)N(C(=O)C(C(=O)N[C@H](C(=O)O)C1CCCCC1)CC1=CC=C(C=C1)C(N)=N)C ([2-(R,S)-(Benzyl-methyl-carbamoyl)-3-(4-carbamimidoyl-phenyl)-propionylamino]-(S)-cyclohexyl-acetic Acid Trifluoroacetic Acid Salt). Reactants: COCCOC, CS(=O)(=O)c1nc(N)nc(-c2ccco2)c1C#N, NCCNc1ccccc1. The product is N#Cc1c(NCCNc2ccccc2)nc(N)nc1-c1ccco1. Reaction SMILES: [CH3:29][O:30][CH2:31][CH2:32][O:33][CH3:34].[NH2:1][c:2]1[n:3][c:4]([S:15]([CH3:16])(=[O:17])=[O:18])[c:5]([C:13]#[N:14])[c:6](-[c:8]2[o:9][cH:10][cH:11][cH:12]2)[n:7]1.[c:19]1([NH:25][CH2:26][CH2:27][NH2:28])[cH:20][cH:21][cH:22][cH:23][cH:24]1>>[NH2:1][c:2]1[n:3][c:4]([NH:28][CH2:27][CH2:26][NH:25][c:19]2[cH:20][cH:21][cH:22][cH:23][cH:24]2)[c:5]([C:13]#[N:14])[c:6](-[c:8]2[o:9][cH:10][cH:11][cH:12]2)[n:7]1. Reactants: NC(CC)C=1C(NC(=NN1)C1CCCC1)=O (6-(1-aminopropyl)-3-cyclopentyl-1,2,4-triazin-5(4H)-one), CC(C(=O)Cl)(C)C (2,2-dimethylpropanoyl chloride). Yields the product C1(CCCC1)C1=NN=C(C(N1)=O)C(CC)NC(C(C)(C)C)=O (N-[1-(3-Cyclopentyl-5-oxo-4,5-dihydro-1,2,4-triazin-6-yl)propyl]-2,2-dimethylpropanamide). As a reaction SMILES: [NH2:1][CH:2]([C:5]1[C:6](=[O:16])[NH:7][C:8]([CH:11]2[CH2:15][CH2:14][CH2:13][CH2:12]2)=[N:9][N:10]=1)[CH2:3][CH3:4].[CH3:17][C:18]([CH3:23])([CH3:22])[C:19](Cl)=[O:20]>>[CH:11]1([C:8]2[NH:7][C:6](=[O:16])[C:5]([CH:2]([NH:1][C:19](=[O:20])[C:18]([CH3:23])([CH3:22])[CH3:17])[CH2:3][CH3:4])=[N:10][N:9]=2)[CH2:15][CH2:14][CH2:13][CH2:12]1. Procedure: In analogy to the procedure for Example 36A, 150 mg (0.67 mmol) 6-(1-aminopropyl)-3-cyclopentyl-1,2,4-triazin-5(4H)-one, 90 mg (0.74 mmol) 2,2-dimethylpropanoyl chloride and proportionate amounts of the other reagents are used. The crude product is used in the next step without further purification.